The task is: describe an organic reaction: reactants, conditions, products, and yield. This data is from the Open Reaction Database (ORD), a public repository of structured organic reaction records. The product is CC(C)(C)OC(=O)NCc1ccc(CN(CC(=O)OC2CCCC2)C(=O)OCC2c3ccccc3-c3ccccc32)cc1. The reactants are O=C([O-])[O-], CC(C)(C)OC(=O)NCc1ccc(CNCC(=O)OC2CCCC2)cc1, O=C(Cl)OCC1c2ccccc2-c2ccccc21, ClCCl, [Na+], [Na+], C1COCCO1, O. Reaction SMILES: [C:27](=[O:28])([O-:29])[O-:30].[CH:1]1([O:6][C:7]([CH2:8][NH:9][CH2:10][c:11]2[cH:12][cH:13][c:14]([CH2:17][NH:18][C:19](=[O:20])[O:21][C:22]([CH3:23])([CH3:24])[CH3:25])[cH:15][cH:16]2)=[O:26])[CH2:2][CH2:3][CH2:4][CH2:5]1.[Cl:33][C:34](=[O:35])[O:36][CH2:37][CH:38]1[c:39]2[cH:40][cH:41][cH:42][cH:43][c:44]2-[c:45]2[cH:46][cH:47][cH:48][cH:49][c:50]21.[Cl:52][CH2:53][Cl:54].[Na+:31].[Na+:32].[O:55]1[CH2:56][CH2:57][O:58][CH2:59][CH2:60]1.[OH2:51]>>[CH:1]1([O:6][C:7]([CH2:8][N:9]([CH2:10][c:11]2[cH:12][cH:13][c:14]([CH2:17][NH:18][C:19](=[O:20])[O:21][C:22]([CH3:23])([CH3:24])[CH3:25])[cH:15][cH:16]2)[C:34](=[O:35])[O:36][CH2:37][CH:38]2[c:39]3[cH:40][cH:41][cH:42][cH:43][c:44]3-[c:45]3[cH:46][cH:47][cH:48][cH:49][c:50]32)=[O:26])[CH2:2][CH2:3][CH2:4][CH2:5]1. Starting materials: [OH-].[K+] (Potassium hydroxide), C(C)OC(NC1=C(C=CC=C1C#C[Si](C)(C)C)OC(F)(F)F)=O ((2-Trifluoromethoxy-6-trimethylsilanylethynyl-phenyl)-carbamic acid ethyl ester). Solvent: C(C)(C)(C)O (t-butanol), C(C)(C)(C)O (t-butanol). Reaction conditions: time 2 hour. Yields the product FC(OC=1C=CC=C2C=CNC12)(F)F (7-Trifluoromethoxy-1H-indole). The yield is 103.3%. Reaction SMILES: [OH-].[K+].C(OC(=O)[NH:7][C:8]1[C:13]([C:14]#[C:15][Si](C)(C)C)=[CH:12][CH:11]=[CH:10][C:9]=1[O:20][C:21]([F:24])([F:23])[F:22])C>C(O)(C)(C)C>[F:22][C:21]([F:24])([F:23])[O:20][C:9]1[CH:10]=[CH:11][CH:12]=[C:13]2[C:8]=1[NH:7][CH:15]=[CH:14]2 |f:0.1|. Procedure details: Potassium hydroxide (17.9 g, 321 mmol) was boiled for 2 h in t-butanol (500 mL). (2-Trifluoromethoxy-6-trimethylsilanylethynyl-phenyl)-carbamic acid ethyl ester (52.8 g, 153 mmol) dissolved in t-butanol (500 mL) was added and boiling was continued for 2 h. The solvent was removed in vacuo and the residue was partitioned between diethyl ether and water. The organic phases were washed with brine, pooled and dried with MgSO4. Evaporation of the solvent yielded 31.8 g of a brownish oil, which was pu... Starting materials: COc1ccc(C(=O)Cl)cc1, ClCCl, [Cl-], O, c1ccc(-c2cc3ccccc3o2)cc1. The product is COc1ccc(C(=O)c2c(-c3ccccc3)oc3ccccc23)cc1. As a reaction SMILES: [C:16]([c:17]1[cH:18][cH:19][c:20]([O:23][CH3:24])[cH:21][cH:22]1)(=[O:25])[Cl:26].[CH2:27]([Cl:28])[Cl:29].[Cl-:30].[OH2:31].[c:1]1(-[c:7]2[o:8][c:9]3[c:10]([cH:11]2)[cH:12][cH:13][cH:14][cH:15]3)[cH:2][cH:3][cH:4][cH:5][cH:6]1>>[c:1]1(-[c:7]2[o:8][c:9]3[c:10]([c:11]2[C:16]([c:17]2[cH:18][cH:19][c:20]([O:23][CH3:24])[cH:21][cH:22]2)=[O:25])[cH:12][cH:13][cH:14][cH:15]3)[cH:2][cH:3][cH:4][cH:5][cH:6]1. Reactants: C(=O)C1=CC=2C(CCC(C2C=C1)(C)C)(C)C (2-formyl-5,6,7,8-tetrahydro-5,5,8,8-tetramethylnaphthalene), C(C)OP(=O)(OCC)CC1=CC=C(C=C1)P(OCC)(=O)OCC (diethyl 4diethylphosphonomethylbenzenephosphonate), [H-].[Na+] (sodium hydride), Cl (hydrochloric acid). Solvent: CS(=O)C (dimethyl sulfoxide), CS(=O)C (dimethyl sulfoxide), CS(=O)C (dimethyl sulfoxide). Conditions: time 1 hour. The product is CC1(C=2C=CC(=CC2C(CC1)(C)C)/C=C/C1=CC=C(C=C1)P(OCC)(=O)OCC)C (Diethyl (E)-4-[2-(5,6,7,8-tetrahydro-5,5,8,8-tetramethyl2-naphthyl)-1-ethenyl]-benzenephosphonate). Isolated yield 32.2%. Reaction SMILES: C(OP([CH2:9][C:10]1[CH:15]=[CH:14][C:13]([P:16]([O:21][CH2:22][CH3:23])(=[O:20])[O:17][CH2:18][CH3:19])=[CH:12][CH:11]=1)(OCC)=O)C.[H-].[Na+].[CH:26]([C:28]1[CH:37]=[CH:36][C:35]2[C:34]([CH3:39])([CH3:38])[CH2:33][CH2:32][C:31]([CH3:41])([CH3:40])[C:30]=2[CH:29]=1)=O.Cl>CS(C)=O>[CH3:38][C:34]1([CH3:39])[CH2:33][CH2:32][C:31]([CH3:41])([CH3:40])[C:30]2[CH:29]=[C:28](/[CH:26]=[CH:9]/[C:10]3[CH:11]=[CH:12][C:13]([P:16]([O:17][CH2:18][CH3:19])(=[O:20])[O:21][CH2:22][CH3:23])=[CH:14][CH:15]=3)[CH:37]=[CH:36][C:35]1=2 |f:1.2|. Procedure details: A solution of 22 g (53 millimoles) of diethyl 4diethylphosphonomethylbenzenephosphonate in 100 ml of dimethyl sulfoxide was added dropwise to a suspension of 1.8 g (64 millimoles) of sodium hydride in 50 ml of dry dimethyl sulfoxide at room temperature. Stirring was continued for 1 hour, after which a solution of 8.7 g (40 millimoles) of 2-formyl-5,6,7,8-tetrahydro-5,5,8,8-tetramethylnaphthalene in 75 ml of dimethyl sulfoxide was added dropwise. Stirring was continued for 16 hours at room temper...